This data is from the Open Reaction Database (ORD), a public repository of structured organic reaction records. The task is: describe an organic reaction: reactants, conditions, products, and yield Reactants: c1ccc(COc2ccc3nc(NC4=NCC5(CN6CCC5CC6)O4)sc3n2)cc1, O=C(O)C(F)(F)F. The product is O=C(O)C(F)(F)F, O=c1ccc2nc(NC3=NCC4(CN5CCC4CC5)O3)sc2[nH]1. Reaction SMILES: [CH2:1]([c:2]1[cH:3][cH:4][cH:5][cH:6][cH:7]1)[O:8][c:9]1[cH:10][cH:11][c:12]2[c:13]([n:14]1)[s:15][c:16]([NH:18][C:19]1=[N:23][CH2:22][C:21]3([O:20]1)[CH2:24][N:25]1[CH2:26][CH2:27][CH:28]3[CH2:29][CH2:30]1)[n:17]2.[F:31][C:32]([C:33](=[O:34])[OH:35])([F:36])[F:37]>>[F:31][C:32]([C:33](=[O:34])[OH:35])([F:36])[F:37].[O:8]=[c:9]1[cH:10][cH:11][c:12]2[c:13]([nH:14]1)[s:15][c:16]([NH:18][C:19]1=[N:23][CH2:22][C:21]3([O:20]1)[CH2:24][N:25]1[CH2:26][CH2:27][CH:28]3[CH2:29][CH2:30]1)[n:17]2. The reactants are COC(=O)C(C)N, Cl, CC(NC(=O)Cc1ccccc1)C(=O)O. Product: COC(=O)C(C)NC(=O)C(C)NC(=O)Cc1ccccc1. As a reaction SMILES: [CH3:17][O:18][C:19]([CH:20]([NH2:21])[CH3:22])=[O:23].[ClH:16].[c:1]1([CH2:7][C:8](=[O:9])[NH:10][CH:11]([CH3:12])[C:13](=[O:14])[OH:15])[cH:2][cH:3][cH:4][cH:5][cH:6]1>>[c:1]1([CH2:7][C:8](=[O:9])[NH:10][CH:11]([CH3:12])[C:13](=[O:15])[NH:21][CH:20]([C:19]([O:18][CH3:17])=[O:23])[CH3:22])[cH:2][cH:3][cH:4][cH:5][cH:6]1. As a reaction SMILES: [N+:1]([C:4]1[C:9](Cl)=[CH:8][CH:7]=[CH:6][C:5]=1[CH2:11][C:12]([O:14]CC)=[O:13])([O-:3])=[O:2].[Cl:17][C:18]1[CH:23]=[CH:22][C:21]([OH:24])=[CH:20][CH:19]=1.C(=O)([O-])[O-].[K+].[K+]>>[N+:1]([C:4]1[C:9]([O:24][C:21]2[CH:22]=[CH:23][C:18]([Cl:17])=[CH:19][CH:20]=2)=[CH:8][CH:7]=[CH:6][C:5]=1[CH2:11][C:12]([OH:14])=[O:13])([O-:3])=[O:2] |f:2.3.4|. The reactants are [N+](=O)([O-])C1=C(C=CC=C1Cl)CC(=O)OCC (ethyl 2-(2-nitro-3-chlorophenyl)acetate), ClC1=CC=C(C=C1)O (4-chlorophenol), C([O-])([O-])=O.[K+].[K+] (potassium carbonate), cupric oxide. Yields the product [N+](=O)([O-])C1=C(C=CC=C1OC1=CC=C(C=C1)Cl)CC(=O)O (2-[2-nitro-3-(4-chlorophenoxy)phenyl]acetic acid). Isolated yield 54.6%. Reported procedure: A mixture of ethyl 2-(2-nitro-3-chlorophenyl)acetate (10 g.), 4-chlorophenol (7.8 g.), anhydrous potassium carbonate (8.5 g.) and cupric oxide (3 g.) was treated in a similar manner to the above Preparations to give 2-[2-nitro-3-(4-chlorophenoxy)phenyl]acetic acid (6.9 g.). mp 167° to 170° C.